Dataset: the Open Reaction Database (ORD), a public repository of structured organic reaction records. Task: describe an organic reaction: reactants, conditions, products, and yield The reactants are FC1=CC=C(C=C1)OC(N(C)[C@@H]1CNC[C@H]1C1=CC=C(C=C1)Cl)=O ([(3S,4R)-4-(4-chloro-phenyl)-pyrrolidin-3-yl]-methyl-carbamic acid 4-fluoro-phenyl ester), O1CC(CCC1)C(=O)O (rac-tetrahydro-pyran-3-carboxylic acid). Product: FC1=CC=C(C=C1)OC(N(C)[C@@H]1CN(C[C@H]1C1=CC=C(C=C1)Cl)C(=O)C1COCCC1)=O ([(3S,4R)-4-(4-chloro-phenyl)-1-(tetrahydro-pyran-3-carbonyl)-pyrrolidin-3-yl]-methyl-carbamic acid 4-fluoro-phenyl ester). As a reaction SMILES: [F:1][C:2]1[CH:7]=[CH:6][C:5]([O:8][C:9](=[O:24])[N:10]([C@H:12]2[C@H:16]([C:17]3[CH:22]=[CH:21][C:20]([Cl:23])=[CH:19][CH:18]=3)[CH2:15][NH:14][CH2:13]2)[CH3:11])=[CH:4][CH:3]=1.[O:25]1[CH2:30][CH2:29][CH2:28][CH:27]([C:31](O)=[O:32])[CH2:26]1>>[F:1][C:2]1[CH:7]=[CH:6][C:5]([O:8][C:9](=[O:24])[N:10]([C@H:12]2[C@H:16]([C:17]3[CH:22]=[CH:21][C:20]([Cl:23])=[CH:19][CH:18]=3)[CH2:15][N:14]([C:31]([CH:27]3[CH2:28][CH2:29][CH2:30][O:25][CH2:26]3)=[O:32])[CH2:13]2)[CH3:11])=[CH:4][CH:3]=1. Procedure details: In analogy to the procedure described for the synthesis of example 44 (step c), the title compound [(3S,4R)-4-(4-chloro-phenyl)-1-(tetrahydro-pyran-3-carbonyl)-pyrrolidin-3-yl]-methyl-carbamic acid 4-fluoro-phenyl ester was prepared from [(3S,4R)-4-(4-chloro-phenyl)-pyrrolidin-3-yl]-methyl-carbamic acid 4-fluoro-phenyl ester instead of [(3S,4R)-4-(3,4-dichloro-phenyl)-pyrrolidin-3-yl]-methyl-carbamic acid 4-fluoro-phenyl ester using rac-tetrahydro-pyran-3-carboxylic acid instead of 1-methylcyclo...